Dataset: the Open Reaction Database (ORD), a public repository of structured organic reaction records. Task: describe an organic reaction: reactants, conditions, products, and yield The reactants are O=C([O-])[O-], Oc1cccc(OCc2ccccc2)c1, O=Cc1ccc(F)cc1Cl, [K+], [K+], CN(C)C=O. Product: O=Cc1ccc(Oc2cccc(OCc3ccccc3)c2)cc1Cl. RXN SMILES: [C:1](=[O:2])([O-:3])[O-:4].[CH2:17]([c:18]1[cH:19][cH:20][cH:21][cH:22][cH:23]1)[O:24][c:25]1[cH:26][c:27]([OH:31])[cH:28][cH:29][cH:30]1.[Cl:7][c:8]1[c:9]([CH:10]=[O:11])[cH:12][cH:13][c:14]([F:16])[cH:15]1.[K+:5].[K+:6].[O:32]=[CH:33][N:34]([CH3:35])[CH3:36]>>[Cl:7][c:8]1[c:9]([CH:10]=[O:11])[cH:12][cH:13][c:14]([O:31][c:27]2[cH:26][c:25]([O:24][CH2:17][c:18]3[cH:19][cH:20][cH:21][cH:22][cH:23]3)[cH:30][cH:29][cH:28]2)[cH:15]1.